From a dataset of the Open Reaction Database (ORD), a public repository of structured organic reaction records. describe an organic reaction: reactants, conditions, products, and yield Reactants: BrC=1C=C(C(=O)N(CCC2=CC(=CC(=C2)C(F)(F)F)F)CC2=CC=C(C=C2)C(C)(C)C)C=C(C1)Cl (3-bromo-N-(4-tert-butyl-benzyl)-5-chloro-N-[2-(3-fluoro-5-trifluoromethyl-phenyl)-ethyl]-benzamide), C(CC)B(O)O (n-propylboronic acid). Product: C(C)(C)(C)C1=CC=C(CN(C(C2=CC(=CC(=C2)CCC)Cl)=O)CCC2=CC(=CC(=C2)C(F)(F)F)F)C=C1 (N-(4-tert-butyl-benzyl)-3-chloro-N-[2-(3-fluoro-5-trifluoromethyl-phenyl)-ethyl]-5-propyl-benzamide). Reaction SMILES: Br[C:2]1[CH:3]=[C:4]([CH:32]=[C:33]([Cl:35])[CH:34]=1)[C:5]([N:7]([CH2:21][C:22]1[CH:27]=[CH:26][C:25]([C:28]([CH3:31])([CH3:30])[CH3:29])=[CH:24][CH:23]=1)[CH2:8][CH2:9][C:10]1[CH:15]=[C:14]([C:16]([F:19])([F:18])[F:17])[CH:13]=[C:12]([F:20])[CH:11]=1)=[O:6].[CH2:36](B(O)O)[CH2:37][CH3:38]>>[C:28]([C:25]1[CH:26]=[CH:27][C:22]([CH2:21][N:7]([CH2:8][CH2:9][C:10]2[CH:15]=[C:14]([C:16]([F:18])([F:19])[F:17])[CH:13]=[C:12]([F:20])[CH:11]=2)[C:5](=[O:6])[C:4]2[CH:3]=[C:2]([CH2:36][CH2:37][CH3:38])[CH:34]=[C:33]([Cl:35])[CH:32]=2)=[CH:23][CH:24]=1)([CH3:31])([CH3:29])[CH3:30]. Procedure: The title compound was prepared in analogy to example 3, using 3-bromo-N-(4-tert-butyl-benzyl)-5-chloro-N-[2-(3-fluoro-5-trifluoromethyl-phenyl)-ethyl]-benzamide (Example B177) and n-propylboronic acid. 534.3 [ISP (M+H)+] Reactants: FC1=C(C(=C(C(=C1OC([C@@H](NC(=O)OCC1=CC=CC=C1)CC1=CC=C(C=C1)OCC1=CC=CC=C1)=O)F)F)F)F (N-benzyloxycarbonyl-O-benzyl-L-tyrosine pentafluorophenyl ester), C(C1=CC=CC=C1)OC(=O)N[C@@H](CC1=CC=C(C=C1)OCC1=CC=CC=C1)C(=O)N([C@H](C)C(=O)NCCCC1=CC=CC=C1)CC ((N-benzyloxycarbonyl-O-benzyl-L-tyrosyl)-N2 -ethyl-N-(3-phenylpropyl)-D-alaninamide), N#N.C(C)N[C@H](C)C(=O)NCCCC1=CC=CC=C1 (N2 ethyl-N-(3-phenylpropyl)-D-alaninamide), FC1=C(C(=C(C(=C1OC([C@@H](NC(=O)OCC1=CC=CC=C1)CC1=CC=C(C=C1)OCC1=CC=CC=C1)=O)F)F)F)F (N-benzyloxycarbonyl-O-benzyl-L-tyrosine pentafluorophenyl ester), C(C)(C)N(CC)C(C)C (diisopropylethylamine). The solvent is CN(C=O)C (Dimethylformamide), O1CCCC1 (tetrahydrofuran). Product: N([C@@H](CC1=CC=C(C=C1)OC(=O)C1=CC=CC=C1)C(=O)N([C@H](C)C(=O)NCCCC1=CC=CC=C1)CC)C(=O)OCC1=CC=CC=C1 (ZTyr(Bz)EtD-AlaNH(CH2)3Ph). Reaction SMILES: N#N.C(N[C@@H](C(NCCCC1C=CC=CC=1)=[O:9])C)C.FC1C(OC(=O)[C@H](CC2C=CC(OCC3C=CC=CC=3)=CC=2)NC(OCC2C=CC=CC=2)=O)=C(F)C(F)=C(F)C=1F.C(N(C(C)C)CC)(C)C.[CH2:70]([O:77][C:78]([NH:80][C@H:81]([C:97]([N:99]([CH2:114][CH3:115])[C@@H:100]([C:102]([NH:104][CH2:105][CH2:106][CH2:107][C:108]1[CH:113]=[CH:112][CH:111]=[CH:110][CH:109]=1)=[O:103])[CH3:101])=[O:98])[CH2:82][C:83]1[CH:88]=[CH:87][C:86]([O:89][CH2:90][C:91]2[CH:96]=[CH:95][CH:94]=[CH:93][CH:92]=2)=[CH:85][CH:84]=1)=[O:79])[C:71]1[CH:76]=[CH:75][CH:74]=[CH:73][CH:72]=1>O1CCCC1.CN(C)C=O>[NH:80]([C:78]([O:77][CH2:70][C:71]1[CH:76]=[CH:75][CH:74]=[CH:73][CH:72]=1)=[O:79])[C@H:81]([C:97]([N:99]([CH2:114][CH3:115])[C@@H:100]([C:102]([NH:104][CH2:105][CH2:106][CH2:107][C:108]1[CH:109]=[CH:110][CH:111]=[CH:112][CH:113]=1)=[O:103])[CH3:101])=[O:98])[CH2:82][C:83]1[CH:88]=[CH:87][C:86]([O:89][C:90]([C:91]2[CH:92]=[CH:93][CH:94]=[CH:95][CH:96]=2)=[O:9])=[CH:85][CH:84]=1 |f:0.1|. Procedure: A solution of N2 -ethyl-N-(3-phenylpropyl)-D-alaninamide (2.71 g.), N-benzyloxycarbonyl-O-benzyl-L-tyrosine pentafluorophenyl ester (5.71 g.) and diisopropylethylamine (1.29 g.) in tetrahydrofuran (65 ml.) was stirred overnight at room temperature. Dimethylformamide (10 ml.) and more N-benzyloxycarbonyl-O-benzyl-L-tyrosine pentafluorophenyl ester (5.71 g.) were added, stirring was continued over the weekend, and the mixture was concentrated. A solution of the residual syrup in ethyl acetate was ... Starting materials: [BH4-], C=CCC1(c2ccccc2)CCN(c2cccc(Br)c2)C(=O)O1, ClCCl, [Na+], O=[O+][O-]. The product is O=C1OC(CCO)(c2ccccc2)CCN1c1cccc(Br)c1. As a reaction SMILES: [BH4-:27].[CH2:1]([CH:2]=[CH2:3])[C:4]1([c:18]2[cH:19][cH:20][cH:21][cH:22][cH:23]2)[CH2:5][CH2:6][N:7]([c:11]2[cH:12][c:13]([Br:17])[cH:14][cH:15][cH:16]2)[C:8](=[O:10])[O:9]1.[Cl:29][CH2:30][Cl:31].[Na+:28].[O-:24][O+:25]=[O:26]>>[CH2:1]([CH2:2][OH:24])[C:4]1([c:18]2[cH:19][cH:20][cH:21][cH:22][cH:23]2)[CH2:5][CH2:6][N:7]([c:11]2[cH:12][c:13]([Br:17])[cH:14][cH:15][cH:16]2)[C:8](=[O:10])[O:9]1. Starting materials: ClC1=CC(=C(C(=O)OC)C=C1)C=CC(=O)O (methyl 4-chloro-2-(3-hydroxy-3-oxo-1-propenyl)-benzoate), ClC1=CC(=C(C(=O)OC)C=C1)C=CC(=O)OC (Methyl 4-Chloro-2-(3-methoxy-3-oxo-1-propenyl)-benzoate). Yields the product ClC1=CC(=C(C(=O)OC)C=C1)CCC(=O)OC (Methyl 4-Chloro-2-(3-methoxy-3-oxo-1-propanyl)-benzoate). As a reaction SMILES: ClC1C=CC(C(OC)=O)=C(C=CC(O)=O)C=1.[Cl:17][C:18]1[CH:27]=[CH:26][C:21]([C:22]([O:24][CH3:25])=[O:23])=[C:20]([CH:28]=[CH:29][C:30]([O:32][CH3:33])=[O:31])[CH:19]=1>>[Cl:17][C:18]1[CH:27]=[CH:26][C:21]([C:22]([O:24][CH3:25])=[O:23])=[C:20]([CH2:28][CH2:29][C:30]([O:32][CH3:33])=[O:31])[CH:19]=1. Procedure: The same product is obtained using, instead of methyl 4-chloro-2-(3-hydroxy-3-oxo-1-propenyl)-benzoate, methyl 4-chloro-2-(3-methoxy-3-oxo-1 -propenyl)-benzoate from Example 1. Reactants: CO, CCN(C(C)C)C(C)C, Cc1cc2nc(NC(=O)c3ccc(C(C)(C)O)cc3)cc(Cl)n2n1, Cl, O=S1(=O)CCNCC1, CN(C)C=O. Yields the product Cc1cc2nc(NC(=O)c3ccc(C(C)(C)O)cc3)cc(N3CCS(=O)(=O)CC3)n2n1. As a reaction SMILES: [CH3:48][OH:49].[CH:34]([N:35]([CH2:36][CH3:37])[CH:38]([CH3:39])[CH3:40])([CH3:41])[CH3:42].[Cl:1][c:2]1[cH:3][c:4]([NH:12][C:13]([c:14]2[cH:15][cH:16][c:17]([C:20]([CH3:21])([CH3:22])[OH:23])[cH:18][cH:19]2)=[O:24])[n:5][c:6]2[n:7]1[n:8][c:9]([CH3:11])[cH:10]2.[ClH:25].[O:26]=[S:27]1(=[O:33])[CH2:28][CH2:29][NH:30][CH2:31][CH2:32]1.[O:43]=[CH:44][N:45]([CH3:46])[CH3:47]>>[c:2]1([N:30]2[CH2:29][CH2:28][S:27](=[O:26])(=[O:33])[CH2:32][CH2:31]2)[cH:3][c:4]([NH:12][C:13]([c:14]2[cH:15][cH:16][c:17]([C:20]([CH3:21])([CH3:22])[OH:23])[cH:18][cH:19]2)=[O:24])[n:5][c:6]2[n:7]1[n:8][c:9]([CH3:11])[cH:10]2.